From a dataset of the Open Reaction Database (ORD), a public repository of structured organic reaction records. describe an organic reaction: reactants, conditions, products, and yield The reactants are CCC1OC(=O)c2ccncc21, C1CCOC1, C[Si](C)(C)[N-][Si](C)(C)C, Cl, O=C1Cc2cc(F)ccc2N1, [Li+]. Yields the product CCC1OC(=C2C(=O)Nc3ccc(F)cc32)c2ccncc21. Reaction SMILES: [CH2:22]([CH3:23])[CH:24]1[O:25][C:26](=[O:33])[c:27]2[c:28]1[cH:29][n:30][cH:31][cH:32]2.[CH2:35]1[O:36][CH2:37][CH2:38][CH2:39]1.[CH3:12][Si:13]([N-:14][Si:15]([CH3:16])([CH3:17])[CH3:18])([CH3:19])[CH3:20].[ClH:34].[F:1][c:2]1[cH:3][c:4]2[c:8]([cH:9][cH:10]1)[NH:7][C:6](=[O:11])[CH2:5]2.[Li+:21]>>[F:1][c:2]1[cH:3][c:4]2[c:8]([cH:9][cH:10]1)[NH:7][C:6](=[O:11])[C:5]2=[C:26]1[O:25][CH:24]([CH2:22][CH3:23])[c:28]2[c:27]1[cH:32][cH:31][n:30][cH:29]2. Reactants: CC1=C(C(=O)O)C=CC(=C1)C1=CC(=C(C=C1)OC)OCCCCCC1=CC=CC=C1 (2-methyl-4-[4-methoxy-3-(5-phenylpentyloxy)phenyl]benzoic acid), C(C(=O)Cl)(=O)Cl (oxalyl chloride), Cl.NO (hydroxylamine hydrochloride). The solvent is N1=CC=CC=C1 (pyridine). Run at temperature 25 celsius, time 16 hour. The product is COC1=C(C=C(C=C1)C=1C(=C(C(=O)NO)C=CC1)C)OCCCCCC1=CC=CC=C1 (4-Methoxy3-(5-phenylpentyloxy)phenyl-2-methylbenzohydroxamic acid). RXN SMILES: CC1C=C([C:11]2[CH:16]=[CH:15][C:14]([O:17][CH3:18])=[C:13]([O:19][CH2:20][CH2:21][CH2:22][CH2:23][CH2:24][C:25]3[CH:30]=[CH:29][CH:28]=[CH:27][CH:26]=3)[CH:12]=2)C=CC=1C(O)=O.Cl.[NH2:32][OH:33].[C:34](Cl)(=[O:38])[C:35](Cl)=O>N1C=CC=CC=1>[CH3:18][O:17][C:14]1[CH:15]=[CH:16][C:11]([C:12]2[C:13]([CH3:14])=[C:35]([CH:15]=[CH:16][CH:11]=2)[C:34]([NH:32][OH:33])=[O:38])=[CH:12][C:13]=1[O:19][CH2:20][CH2:21][CH2:22][CH2:23][CH2:24][C:25]1[CH:26]=[CH:27][CH:28]=[CH:29][CH:30]=1 |f:1.2|. Procedure details: A solution of 2-methyl-4-[4-methoxy-3-(5-phenylpentyloxy)phenyl]benzoic acid (0.13 g, 0.32 mmoles) in oxalyl chloride (5 ml) was heated to reflux under nitrogen for about 10 minutes. The solution was concentrated under reduced pressure and the residue dried at about 25° C. (0.05 mm pressure). The residue was then dissolved in dry THF (5 ml) and added slowly to a solution of hydroxylamine hydrochloride (0.022 g, 0.32 mmoles) in pyridine at about 0° C. After stirring at about 25° C. for about 16 h... Starting materials: [Br-], CCC(CC)Nc1cc(C)nc(Oc2c(C)cc(C)cc2C)c1C(=O)n1ccnc1, CCOCC, ClCCl, C[Mg+]. Yields the product CCC(CC)Nc1cc(C)nc(Oc2c(C)cc(C)cc2C)c1C(C)=O. As a reaction SMILES: [Br-:36].[CH2:1]([CH3:2])[CH:3]([CH2:4][CH3:5])[NH:6][c:7]1[c:8]([C:24](=[O:25])[n:26]2[cH:27][cH:28][n:29][cH:30]2)[c:9]([O:14][c:15]2[c:16]([CH3:23])[cH:17][c:18]([CH3:22])[cH:19][c:20]2[CH3:21])[n:10][c:11]([CH3:13])[cH:12]1.[CH2:31]([O:32][CH2:33][CH3:34])[CH3:35].[CH2:39]([Cl:40])[Cl:41].[CH3:37][Mg+:38]>>[CH2:1]([CH3:2])[CH:3]([CH2:4][CH3:5])[NH:6][c:7]1[c:8]([C:24](=[O:25])[CH3:31])[c:9]([O:14][c:15]2[c:16]([CH3:23])[cH:17][c:18]([CH3:22])[cH:19][c:20]2[CH3:21])[n:10][c:11]([CH3:13])[cH:12]1. Starting materials: ClC=1C=CC2=C(C=C(O2)C(=O)O)C1 (5-chloro-1-benzofuran-2-carboxylic acid), S(=O)(Cl)Cl (thionyl chloride). The product is ClC=1C=CC2=C(C=C(O2)C(=O)Cl)C1 (5-chloro-1-benzofuran-2-carbonyl chloride). Reaction SMILES: [Cl:1][C:2]1[CH:3]=[CH:4][C:5]2[O:9][C:8]([C:10](O)=[O:11])=[CH:7][C:6]=2[CH:13]=1.S(Cl)([Cl:16])=O>>[Cl:1][C:2]1[CH:3]=[CH:4][C:5]2[O:9][C:8]([C:10]([Cl:16])=[O:11])=[CH:7][C:6]=2[CH:13]=1. Procedure: A solution of 5-chloro-1-benzofuran-2-carboxylic acid (827 mg, 42 mmol) in thionyl chloride (4 mL) was refluxed over night. The solvent was removed in vacuo to give the 5-chloro-1-benzofuran-2-carbonyl chloride in quantitative yield. The reactants are C(N)(=O)C(C(C)C)(C)NC(=O)C1=CC=C(C=C1)C (N-(1-carbamoyl-1,2-dimethylpropyl)-p-toluamide), [OH-].[Na+] (sodium hydroxide). Solvent: O1CCOCC1 (p-dioxane). Product: C(C)(C)C1(N=C(NC1=O)C1=CC=C(C=C1)C)C (4-isopropyl-4-methyl-2-p-tolyl-2-imidazolin-5-one). As a reaction SMILES: [C:1]([C:4]([NH:9][C:10]([C:12]1[CH:17]=[CH:16][C:15]([CH3:18])=[CH:14][CH:13]=1)=O)([CH3:8])[CH:5]([CH3:7])[CH3:6])(=[O:3])[NH2:2].[OH-].[Na+]>O1CCOCC1>[CH:5]([C:4]1([CH3:8])[C:1](=[O:3])[NH:2][C:10]([C:12]2[CH:17]=[CH:16][C:15]([CH3:18])=[CH:14][CH:13]=2)=[N:9]1)([CH3:7])[CH3:6] |f:1.2|. Procedure: A mixture of 24.8 g (0.10 mol) of N-(1-carbamoyl-1,2-dimethylpropyl)-p-toluamide in 263 mL of a 2N sodium hydroxide solution (0.50 mol NaOH) is heated with 100 mL p-dioxane and heated on a steam bath for 72 hours. The p-dioxane is removed in vacuo and the remaining aqueous solution is cooled to 5°-10° C. After carefully acidifying to pH 3-4 with concentrated sulfuric acid, the reaction mixture is extracted with a total of 750 mL methylene chloride. The organic phase is washed with 200 mL of a sa...